Dataset: the Open Reaction Database (ORD), a public repository of structured organic reaction records. Task: describe an organic reaction: reactants, conditions, products, and yield Starting materials: CC(C)(C)OC(=O)NC(Cc1cc(F)ccc1F)C1CO1, CC(C)(C)NC(=O)C1CCCN1. Product: CC(C)(C)NC(=O)C1CCCN1CC(O)C(Cc1cc(F)ccc1F)NC(=O)OC(C)(C)C. As a reaction SMILES: [C:1]([CH3:2])([CH3:3])([CH3:4])[O:5][C:6]([NH:7][CH:8]([CH2:9][c:10]1[c:11]([F:17])[cH:12][cH:13][c:14]([F:16])[cH:15]1)[CH:18]1[O:19][CH2:20]1)=[O:21].[C:22]([CH3:23])([CH3:24])([CH3:25])[NH:26][C:27]([CH:28]1[NH:29][CH2:30][CH2:31][CH2:32]1)=[O:33]>>[C:1]([CH3:2])([CH3:3])([CH3:4])[O:5][C:6]([NH:7][CH:8]([CH2:9][c:10]1[c:11]([F:17])[cH:12][cH:13][c:14]([F:16])[cH:15]1)[CH:18]([OH:19])[CH2:20][N:29]1[CH:28]([C:27]([NH:26][C:22]([CH3:23])([CH3:24])[CH3:25])=[O:33])[CH2:32][CH2:31][CH2:30]1)=[O:21]. Reactants: C=1(O)C(=CC(O)=CC1)C1=CC=CC=C1COCC1=CC=CC=C1C=1C(O)=CC=C(C1)O (hydroquinone monobenzyl ether), BrC(C(=O)OCCNC(OC)=O)C (methyl 2-(2-bromopropionyloxy)ethylcarbamate), C([O-])([O-])=O.[K+].[K+] (potassium carbonate). The solvent is CC(=O)C (acetone). The product is C(C1=CC=CC=C1)OC1=CC=C(OC(C(=O)OCCNC(OC)=O)C)C=C1 (methyl 2-[[2-(4-benzyloxyphenoxy)propionyl]oxy]ethylcarbamate). Reaction SMILES: C1(C(C2[C:14]([CH2:15][O:16][CH2:17][C:18]3[C:23](C4C(=CC=C(O)C=4)O)=[CH:22][CH:21]=[CH:20][CH:19]=3)=[CH:13][CH:12]=[CH:11][CH:10]=2)=CC(=CC=1)O)O.Br[CH:33]([CH3:44])[C:34]([O:36][CH2:37][CH2:38][NH:39][C:40](=[O:43])[O:41][CH3:42])=[O:35].C(=O)([O-])[O-:46].[K+].[K+]>CC(C)=O>[CH2:17]([O:16][C:15]1[CH:10]=[CH:11][C:12]([O:46][CH:33]([CH3:44])[C:34]([O:36][CH2:37][CH2:38][NH:39][C:40](=[O:43])[O:41][CH3:42])=[O:35])=[CH:13][CH:14]=1)[C:18]1[CH:19]=[CH:20][CH:21]=[CH:22][CH:23]=1 |f:2.3.4|. Procedure: A mixture consisting of 2.8 g of hydroquinone monobenzyl ether, 3.56 g of methyl 2-(2-bromopropionyloxy)ethylcarbamate, 3.87 g of potassium carbonate and 30 ml of acetone is heated at reflux for 2 hours while stirring. The cooled mixture is filtered and the filtrate is evaporated. After flash chromatography, the residue gives pure methyl 2-[[2-(4-benzyloxyphenoxy)propionyl]oxy]ethylcarbamate of melting point 79°-81° C. 1.0 g thereof is dissolved in 100 ml of ethyl acetate and hydrogenated in the... The reactants are OC1=CC=C(C(CBr)=O)C=C1 (p-hydroxyphenacyl bromide), N1(CCCC1)C1=CCCCC1 (1-pyrrolidino-1-cyclohexene), CN(C=O)C (dimethylformamide). The solvent is O (water). The product is OC1=CC=C(C(CC2C(CCCC2)=O)=O)C=C1 (2-(p-hydroxyphenacyl) cyclohexanone). Reaction SMILES: [OH:1][C:2]1[CH:11]=[CH:10][C:5]([C:6](=[O:9])[CH2:7]Br)=[CH:4][CH:3]=1.N1([C:17]2[CH2:22][CH2:21][CH2:20][CH2:19][CH:18]=2)CCCC1.CN(C)C=[O:26]>O>[OH:1][C:2]1[CH:11]=[CH:10][C:5]([C:6](=[O:9])[CH2:7][CH:18]2[CH2:19][CH2:20][CH2:21][CH2:22][C:17]2=[O:26])=[CH:4][CH:3]=1. Reported procedure: 43 g (0.2 mole) of (p-hydroxyphenacyl bromide) are added dropwise during 1/2 hour to a cooled (25° C) solution of 30 g (0.2 mole) of 1-pyrrolidino-1-cyclohexene in dimethylformamide. After 51/2 hours, the solution is diluted with water and extracted with chloroform. The chloroform solution is washed with water, dried over sodium sulfate and concentrated to an oil. Distillation gives a liquid which solidifies to give 2-(p-hydroxyphenacyl) cyclohexanone, m.p. 120°-125° C.